From a dataset of the Open Reaction Database (ORD), a public repository of structured organic reaction records. describe an organic reaction: reactants, conditions, products, and yield Starting materials: CC(Nc1ccc2c(c1)OCCn1cc(-c3ncnn3C(C)C)nc1-2)C(=O)OC(C)(C)C, CC(=O)O[BH-](OC(C)=O)OC(C)=O, C=O, [Na+]. Yields the product CC(C(=O)OC(C)(C)C)N(C)c1ccc2c(c1)OCCn1cc(-c3ncnn3C(C)C)nc1-2. Reaction SMILES: [C:1]([CH3:2])([CH3:3])([CH3:4])[O:5][C:6]([CH:7]([CH3:8])[NH:9][c:10]1[cH:11][c:12]2[c:13]([cH:30][cH:31]1)-[c:14]1[n:15][c:16](-[c:22]3[n:23]([CH:27]([CH3:28])[CH3:29])[n:24][cH:25][n:26]3)[cH:17][n:18]1[CH2:19][CH2:20][O:21]2)=[O:32].[C:35]([O:36][BH-:37]([O:38][C:39](=[O:40])[CH3:41])[O:42][C:43](=[O:44])[CH3:45])(=[O:46])[CH3:47].[CH2:33]=[O:34].[Na+:48]>>[C:1]([CH3:2])([CH3:3])([CH3:4])[O:5][C:6]([CH:7]([CH3:8])[N:9]([c:10]1[cH:11][c:12]2[c:13]([cH:30][cH:31]1)-[c:14]1[n:15][c:16](-[c:22]3[n:23]([CH:27]([CH3:28])[CH3:29])[n:24][cH:25][n:26]3)[cH:17][n:18]1[CH2:19][CH2:20][O:21]2)[CH3:35])=[O:32]. Solvent: Cl (hydrochloric acid), C(C)O (ethanol), O (water), Cl (hydrochloric acid). Reported procedure: Sodium nitrite (228 mg) in water (1 mL) was added dropwise to 5-amino-2-ethylpyridine (359 mg) in concentrated hydrochloric acid (3 mL) under cooling with ice with sodium chloride over a period of 10 minutes, followed by stirring at a constant temperature for 10 minutes. Tin(II) chloride dihydrate (2.37 g) in concentrated hydrochloric acid (1.6 mL) was added dropwise to the reaction mixture over a period of 10 minutes, followed by stirring with ice cooling for 3 hours. 2-Oxo-2-(1-oxoindan-2-yl)a... Yields the product C(C)OC(=O)C=1C2=C(N(N1)C=1C=NC(=CC1)CC)C1=CC=CC=C1C2 (1-(6-Ethyl-3-pyridyl)-1,4-dihydroindeno[1,2-c]pyrazole-3-carboxylic acid ethyl ester). Starting materials: O.O.[Sn](Cl)Cl (Tin(II) chloride dihydrate), C(C)OC(C(C1C(C2=CC=CC=C2C1)=O)=O)=O (2-Oxo-2-(1-oxoindan-2-yl)acetic acid ethyl ester), [OH-].[Na+] (sodium hydroxide), N(=O)[O-].[Na+] (Sodium nitrite), NC=1C=CC(=NC1)CC (5-amino-2-ethylpyridine), [Cl-].[Na+] (sodium chloride), resultant mixture. Yield: 38.0%. Reaction SMILES: [N:1]([O-])=O.[Na+].[NH2:5][C:6]1[CH:7]=[CH:8][C:9]([CH2:12][CH3:13])=[N:10][CH:11]=1.[Cl-].[Na+].O.O.[Sn](Cl)Cl.[CH2:21]([O:23][C:24](=[O:37])[C:25](=O)[CH:26]1[CH2:34][C:33]2[C:28](=[CH:29][CH:30]=[CH:31][CH:32]=2)[C:27]1=O)[CH3:22].[OH-].[Na+]>O.Cl.C(O)C>[CH2:21]([O:23][C:24]([C:25]1[C:26]2[CH2:34][C:33]3[C:28](=[CH:29][CH:30]=[CH:31][CH:32]=3)[C:27]=2[N:5]([C:6]2[CH:11]=[N:10][C:9]([CH2:12][CH3:13])=[CH:8][CH:7]=2)[N:1]=1)=[O:37])[CH3:22] |f:0.1,3.4,5.6.7,9.10|. Run at time 10 minute.